This data is from the Open Reaction Database (ORD), a public repository of structured organic reaction records. The task is: describe an organic reaction: reactants, conditions, products, and yield The reactants are C(C)(C)(C)OC(=O)N1[C@H](CCC1)CO ((R)-1-t-butoxycarbonyl-2-pyrrolidinemethanol), Cl (HCl), C(C)(C)(C)OC(=O)N1[C@@H](CCC1)CO ((S)-1-t-butoxycarbonyl-2-pyrrolidinemethanol), N (NH3). Product: Cl.N1[C@H](CCC1)COC=1C=NC(=CC1)Cl (3-(2-(R)-pyrrolidinylmethoxy)-6-chloropridine hydrochloride). RXN SMILES: C(OC([N:8]1[CH2:12][CH2:11][CH2:10][C@@H:9]1[CH2:13][OH:14])=O)(C)(C)C.C(OC([N:22]1[CH2:26][CH2:25][CH2:24][C@H:23]1[CH2:27]O)=O)(C)(C)C.N.[ClH:30]>>[ClH:30].[NH:8]1[CH2:12][CH2:11][CH2:10][C@@H:9]1[CH2:13][O:14][C:25]1[CH:26]=[N:22][C:27]([Cl:30])=[CH:23][CH:24]=1 |f:4.5|. Reported procedure: Following the procedures described in Example 45 steps a-c, substituting (R)-1-t-butoxycarbonyl-2-pyrrolidinemethanol for the (S)-1-t-butoxycarbonyl-2-pyrrolidinemethanol of step 45a thereof, the title compound was prepared. mp 157-159° C. MS (DCI/NH3) m/e: 213/215 (M+H)+ and 230/232 (M+NH4)+. 1H NMR (D2O, 300 MHz) d: 8.10 (d, J=3.0 Hz, 1H), 7.53-7.43 (m, 2H), 4.45 (dd, J=10.7, 7.7 Hz, 1H), 4.15-4.08 (m, 1H), 3.41 (t, J=7.2 Hz, 2H), 2.34-1.88 (m, 4H). Anal. Calc. for C10H14Cl2N2O.0.3 HCl: C, 46.... The reactants are CC(Cl)c1cccnc1, OC1CCN2CCCC1C2. Reagents/catalysts: O=C([O-])[O-].[Cs+].[Cs+] (cesium carbonate), [I-].[K+] (potassium iodide). Run in CN(C)C=O (DMF), CN(C)C=O (dmf), CN(C)C=O (DMF). Conditions: temperature 70 celsius, time 16 hour. Yields the product CC(C%26=CC=CN=C%26)OC%27CCN%28CCCC%27C%28. Starting materials: CCOC(=O)c1ccc(C=C(c2cc3c(cc2C)C(C)(C)CCC3(C)C)[Si](C)(C)C)s1, CCOC(=O)C1=CC=C[SH]1C=C(c1cc2c(cc1C)C(C)(C)CCC2(C)C)[Si](C)(C)C. Product: Cc1cc2c(cc1C(=Cc1ccc(C(=O)O)s1)[Si](C)(C)C)C(C)(C)CCC2(C)C. As a reaction SMILES: [CH2:1]([CH3:2])[O:3][C:4](=[O:5])[c:6]1[s:7][c:8]([CH:11]=[C:12]([Si:13]([CH3:14])([CH3:15])[CH3:16])[c:17]2[cH:18][c:19]3[c:24]([cH:25][c:26]2[CH3:27])[C:23]([CH3:28])([CH3:29])[CH2:22][CH2:21][C:20]3([CH3:30])[CH3:31])[cH:9][cH:10]1.[CH2:32]([O:33][C:34]([C:35]1=[CH:60][CH:59]=[CH:58][SH:36]1[CH:37]=[C:38]([c:39]1[c:40]([CH3:41])[cH:42][c:43]2[c:52]([cH:53]1)[C:49]([CH3:50])([CH3:51])[CH2:48][CH2:47][C:44]2([CH3:45])[CH3:46])[Si:54]([CH3:55])([CH3:56])[CH3:57])=[O:61])[CH3:62]>>[O:3]=[C:4]([OH:5])[c:6]1[s:7][c:8]([CH:11]=[C:12]([Si:13]([CH3:14])([CH3:15])[CH3:16])[c:17]2[cH:18][c:19]3[c:24]([cH:25][c:26]2[CH3:27])[C:23]([CH3:28])([CH3:29])[CH2:22][CH2:21][C:20]3([CH3:30])[CH3:31])[cH:9][cH:10]1. Run in CN(C=O)C (N,N-dimethylformamide). Isolated yield 25.8%. Reactants: O (water), BrC=1C(=NNC1)C#N (4-bromo-1H-pyrazole-3-carbonitrile), C(C)OC(C1=CC=C(C=C1)F)=O (4-fluoro-benzoic acid ethyl ester), C([O-])([O-])=O.[Cs+].[Cs+] (cesium carbonate). Reaction conditions: temperature 100 celsius, time 2 hour. Reported procedure: A suspension of 4-bromo-1H-pyrazole-3-carbonitrile (0.52 g), 4-fluoro-benzoic acid ethyl ester (0.56 g) and cesium carbonate (1.5 g) in N,N-dimethylformamide (10 mL) was stirred at 100° C. for 2 hours. After cooling to ambient temperature, this reaction mixture was poured into water, and this mixture was extracted with ethyl acetate. This organic layer was washed with brine, dried over anhydrous magnesium sulfate. The organic layer was through an aminopropyl silica gel, and this filtrate was con... Reaction SMILES: [Br:1][C:2]1[C:3]([C:7]#[N:8])=[N:4][NH:5][CH:6]=1.[CH2:9]([O:11][C:12](=[O:20])[C:13]1[CH:18]=[CH:17][C:16](F)=[CH:15][CH:14]=1)[CH3:10].C(=O)([O-])[O-].[Cs+].[Cs+].O>CN(C)C=O>[CH2:9]([O:11][C:12](=[O:20])[C:13]1[CH:18]=[CH:17][C:16]([N:5]2[CH:6]=[C:2]([Br:1])[C:3]([C:7]#[N:8])=[N:4]2)=[CH:15][CH:14]=1)[CH3:10] |f:2.3.4|. Product: C(C)OC(C1=CC=C(C=C1)N1N=C(C(=C1)Br)C#N)=O (4-(4-Bromo-3-cyanopyrazole-1-yl)benzoic acid ethyl ester).